This data is from the Open Reaction Database (ORD), a public repository of structured organic reaction records. The task is: describe an organic reaction: reactants, conditions, products, and yield Reaction SMILES: [F:1]/[C:2](/[CH2:13]Br)=[CH:3]/[CH2:4][NH:5]C(=O)OC(C)(C)C.[OH:15][C:16]1[CH:30]=[CH:29][C:19]([C:20]([NH:22][CH:23]2[CH2:28][CH2:27][CH2:26][CH2:25][CH2:24]2)=[O:21])=[CH:18][C:17]=1[Cl:31]>>[ClH:31].[NH2:5][CH2:4]/[CH:3]=[C:2](/[F:1])\[CH2:13][O:15][C:16]1[CH:30]=[CH:29][C:19]([C:20]([NH:22][CH:23]2[CH2:28][CH2:27][CH2:26][CH2:25][CH2:24]2)=[O:21])=[CH:18][C:17]=1[Cl:31] |f:2.3|. Yields the product Cl.NC/C=C(\COC1=C(C=C(C(=O)NC2CCCCC2)C=C1)Cl)/F ((E)-4-(4-Amino-2-fluorobut-2-enyloxy)-3-chloro-N-cyclohexyl-benzamide hydrochloride). Reactants: F/C(=C/CNC(OC(C)(C)C)=O)/CBr ((E)-tert-butyl 3-fluoro-4-bromobut-2-enylcarbamate), OC1=C(C=C(C(=O)NC2CCCCC2)C=C1)Cl (4-hydroxy-3-chloro-N-cyclohexylbenzamide). Procedure: (E)-4-(4-Amino-2-fluorobut-2-enyloxy)-3-chloro-N-cyclohexyl-benzamide hydrochloride was synthesized from (E)-tert-butyl 3-fluoro-4-bromobut-2-enylcarbamate and 4-hydroxy-3-chloro-N-cyclohexylbenzamide. Reactants: NC1=CC(=C(C(=C1)C(C)C)OS(NC(CC1=C(C=C(C=C1C(C)C)C(C)C)C(C)C)=O)(=O)=O)C(C)C ([(2,4,6-Triisopropyl-phenyl)-acetyl]-sulfamic acid 4-amino-2,6-diisopropyl-phenyl ester), C(C)(=O)O.O (acetic acid water). Run at time 8 hour. Product: OCCNC1=CC(=C(C(=C1)C(C)C)OS(NC(CC1=C(C=C(C=C1C(C)C)C(C)C)C(C)C)=O)(=O)=O)C(C)C ([(2,4,6-Triisopropyl-phenyl)-acetyl]-sulfamic acid 4-(2-hydroxy-ethylamino)-2,6-diisopropyl-phenyl ester). Reaction SMILES: [NH2:1][C:2]1[CH:7]=[C:6]([CH:8]([CH3:10])[CH3:9])[C:5]([O:11][S:12](=[O:33])(=[O:32])[NH:13][C:14](=[O:31])[CH2:15][C:16]2[C:21]([CH:22]([CH3:24])[CH3:23])=[CH:20][C:19]([CH:25]([CH3:27])[CH3:26])=[CH:18][C:17]=2[CH:28]([CH3:30])[CH3:29])=[C:4]([CH:34]([CH3:36])[CH3:35])[CH:3]=1.[C:37](O)(=[O:39])[CH3:38].O>>[OH:39][CH2:37][CH2:38][NH:1][C:2]1[CH:3]=[C:4]([CH:34]([CH3:36])[CH3:35])[C:5]([O:11][S:12](=[O:33])(=[O:32])[NH:13][C:14](=[O:31])[CH2:15][C:16]2[C:17]([CH:28]([CH3:30])[CH3:29])=[CH:18][C:19]([CH:25]([CH3:26])[CH3:27])=[CH:20][C:21]=2[CH:22]([CH3:23])[CH3:24])=[C:6]([CH:8]([CH3:10])[CH3:9])[CH:7]=1 |f:1.2|. Procedure details: [(2,4,6-Triisopropyl-phenyl)-acetyl]-sulfamic acid 4-amino-2,6-diisopropyl-phenyl ester (1.0 g, 1.9 mmol) was suspended in 50 mL of 1:1 glacial acetic acid/water and a stream of ethylene oxide was bubbled in for 15 minutes. The reaction mixture was sealed and allowed to stir overnight. The reaction mixture was concentrated in vacuo and partitioned between saturated aqueous sodium bicarbonate and dichloromethane. Dried the organic layer over magnesium sulfate, filtered, and concentrated to give a... Reactants: [Br-], C1CCOC1, C=C[Mg+], Nc1ncnn2c(C=O)cc(-c3ccc(NC(=O)Nc4cc(C(F)(F)F)ccc4F)c(F)c3)c12. Yields the product C=CC(O)c1cc(-c2ccc(NC(=O)Nc3cc(C(F)(F)F)ccc3F)c(F)c2)c2c(N)ncnn12. Reaction SMILES: [Br-:35].[CH2:39]1[O:40][CH2:41][CH2:42][CH2:43]1.[CH:36](=[CH2:37])[Mg+:38].[NH2:1][c:2]1[n:3][cH:4][n:5][n:6]2[c:7]1[c:8](-[c:13]1[cH:14][c:15]([F:34])[c:16]([NH:19][C:20](=[O:21])[NH:22][c:23]3[c:24]([F:33])[cH:25][cH:26][c:27]([C:29]([F:30])([F:31])[F:32])[cH:28]3)[cH:17][cH:18]1)[cH:9][c:10]2[CH:11]=[O:12]>>[NH2:1][c:2]1[n:3][cH:4][n:5][n:6]2[c:7]1[c:8](-[c:13]1[cH:14][c:15]([F:34])[c:16]([NH:19][C:20](=[O:21])[NH:22][c:23]3[c:24]([F:33])[cH:25][cH:26][c:27]([C:29]([F:30])([F:31])[F:32])[cH:28]3)[cH:17][cH:18]1)[cH:9][c:10]2[CH:11]([OH:12])[CH:36]=[CH2:37]. Reactants: N1=CC(=CC=C1)O (Pyridin-3-ol), ClC1=C(C#N)C=CC=N1 (2-chloronicotinonitrile). The product is N1=CC(=CC=C1)OC1=C(C#N)C=CC=N1 (2-(pyridin-3-yloxy)nicotinonitrile). RXN SMILES: [N:1]1[CH:6]=[CH:5][CH:4]=[C:3]([OH:7])[CH:2]=1.Cl[C:9]1[N:16]=[CH:15][CH:14]=[CH:13][C:10]=1[C:11]#[N:12]>>[N:1]1[CH:6]=[CH:5][CH:4]=[C:3]([O:7][C:9]2[N:16]=[CH:15][CH:14]=[CH:13][C:10]=2[C:11]#[N:12])[CH:2]=1. Procedure details: Pyridin-3-ol was treated with 2-chloronicotinonitrile and processed according to the method of Example 128B to provide the product. MS (ESI+) m/z 198 (M+H)+. Reactants: Cc1cc(C)cc(-c2[nH]c3ccc(C(C)(C)C(=O)N4C5CCC4CC5)cc3c2CCN(CCCCc2cccnc2)C(=O)OCc2ccccc2)c1, CCO, CCOC(C)=O, [H][H], [NH4+], [OH-]. Yields the product Cc1cc(C)cc(-c2[nH]c3ccc(C(C)(C)C(=O)N4C5CCC4CC5)cc3c2CCNCCCCc2cccnc2)c1. Reaction SMILES: [CH2:1]([O:2][C:3](=[O:4])[N:10]([CH2:11][CH2:12][CH2:13][CH2:14][c:15]1[cH:16][n:17][cH:18][cH:19][cH:20]1)[CH2:21][CH2:22][c:23]1[c:24](-[c:44]2[cH:45][c:46]([CH3:51])[cH:47][c:48]([CH3:50])[cH:49]2)[nH:25][c:26]2[cH:27][cH:28][c:29]([C:32]([C:33](=[O:34])[N:35]3[CH:36]4[CH2:37][CH2:38][CH:39]3[CH2:40][CH2:41]4)([CH3:42])[CH3:43])[cH:30][c:31]12)[c:5]1[cH:6][cH:7][cH:8][cH:9][cH:52]1.[CH3:53][CH2:54][OH:55].[CH3:60][CH2:61][O:62][C:63](=[O:64])[CH3:65].[H:56][H:57].[NH4+:59].[OH-:58]>>[NH:10]([CH2:11][CH2:12][CH2:13][CH2:14][c:15]1[cH:16][n:17][cH:18][cH:19][cH:20]1)[CH2:21][CH2:22][c:23]1[c:24](-[c:44]2[cH:45][c:46]([CH3:51])[cH:47][c:48]([CH3:50])[cH:49]2)[nH:25][c:26]2[cH:27][cH:28][c:29]([C:32]([C:33](=[O:34])[N:35]3[CH:36]4[CH2:37][CH2:38][CH:39]3[CH2:40][CH2:41]4)([CH3:42])[CH3:43])[cH:30][c:31]12. The reactants are C1(CCCCC1)C(=O)O (cyclohexanecarboxylic acid), Cl.Cl.N1C[C@@H](CCC1)NC1=CC=C(C=N1)/C=C/C(=O)OCC (ethyl (2E)-3-{6-[(3R)-3-piperidinylamino]-3-pyridinyl}acrylate dihydrochloride), C=1C=CC2=C(C1)N=NN2O (HOBt), CCN=C=NCCCN(C)C (EDCI). Run in CN(C)C=O (DMF). Conditions: temperature 0 celsius, time 1 hour. Yields the product C1(CCCCC1)C(=O)N1C[C@@H](CCC1)NC1=CC=C(C=N1)/C=C/C(=O)OCC (ethyl (2E)-3-(6-{[(3R)-1-(cyclohexylcarbonyl)-3-piperidinyl]amino}-3-pyridinyl)acrylate). Isolated yield 94.4%. RXN SMILES: [CH:1]1([C:7]([OH:9])=O)[CH2:6][CH2:5][CH2:4][CH2:3][CH2:2]1.Cl.Cl.[NH:12]1[CH2:17][CH2:16][CH2:15][C@@H:14]([NH:18][C:19]2[N:24]=[CH:23][C:22](/[CH:25]=[CH:26]/[C:27]([O:29][CH2:30][CH3:31])=[O:28])=[CH:21][CH:20]=2)[CH2:13]1.C1C=CC2N(O)N=NC=2C=1.CCN=C=NCCCN(C)C>CN(C=O)C>[CH:1]1([C:7]([N:12]2[CH2:17][CH2:16][CH2:15][C@@H:14]([NH:18][C:19]3[N:24]=[CH:23][C:22](/[CH:25]=[CH:26]/[C:27]([O:29][CH2:30][CH3:31])=[O:28])=[CH:21][CH:20]=3)[CH2:13]2)=[O:9])[CH2:2][CH2:3][CH2:4][CH2:5][CH2:6]1 |f:1.2.3|. Procedure details: A mixture of cyclohexanecarboxylic acid (133 mg, 1.03 mmol), ethyl (2E)-3-{6-[(3R)-3-piperidinylamino]-3-pyridinyl}acrylate dihydrochloride (300 mg, 0.86 mmol), HOBt (163 mg, 1.21 mmol) and EDCI (174 mg, 1.12 mmol) in DMF (6 mL) was stirred at 0° C. for 1 hr and the mixture was stirred at ambient temperature for 18 hrs. The reaction mixture was evaporated in vacuo and the residue was partitioned between saturated sodium bicarbonate solution and EtOAc. The organic layer was separated, washed wate... Starting materials: CC(N(S(=O)(=O)C1=C(C=CC=C1)OCCC)C1=CC(=CC(=C1)C)OCCNC1=C(N=NC=C1Cl)Cl)(P(=O)=O)C (N-(dimethyloxophosphinyl-methyl)-N-{3-[2-(3,5-dichloropyridazin-4-ylamino)-ethoxy]-5-methyl-phenyl}-2-propyloxy-benzenesulfonamide), CP(=O)(C(N(S(=O)(=O)C1=C(C=CC=C1)OCCC)C1=CC(=CC(=C1)C)OCCNC=1C(=C(N=NC1)Cl)Cl)=O)C (N-(dimethyloxo-phosphinyl-methyl)-N-{3-[2-(3,4-dichloropyridazin-5-ylamino)-ethoxy]-5-methyl-phenyl}-2-propyloxy-benzene-sulfonamide). Yields the product CC(N(S(=O)(=O)C1=C(C=CC=C1)OCCC)C1=CC(=CC(=C1)OCCNC1=CC=NC=C1)C)(P(=O)=O)C (N-(Dimethyloxophosphinyl-methyl)-N-{3-methyl-5-[2-(pyridin-4-ylamino)-ethoxy]-phenyl}-2-propyloxy-benzenesulfonamide). RXN SMILES: [CH3:1][C:2]([CH3:39])([P:36](=[O:38])=[O:37])[N:3]([C:17]1[CH:22]=[C:21]([CH3:23])[CH:20]=[C:19]([O:24][CH2:25][CH2:26][NH:27][C:28]2[C:33](Cl)=[CH:32][N:31]=N[C:29]=2Cl)[CH:18]=1)[S:4]([C:7]1[CH:12]=[CH:11][CH:10]=[CH:9][C:8]=1[O:13][CH2:14][CH2:15][CH3:16])(=[O:6])=[O:5].[CH3:40]P(C)(C(=O)N(C1C=C(C)C=C(OCCNC2C(Cl)=C(Cl)N=NC=2)C=1)S(C1C=CC=CC=1OCCC)(=O)=O)=O>>[CH3:39][C:2]([CH3:1])([P:36](=[O:38])=[O:37])[N:3]([C:17]1[CH:18]=[C:19]([O:24][CH2:25][CH2:26][NH:27][C:28]2[CH:29]=[CH:40][N:31]=[CH:32][CH:33]=2)[CH:20]=[C:21]([CH3:23])[CH:22]=1)[S:4]([C:7]1[CH:12]=[CH:11][CH:10]=[CH:9][C:8]=1[O:13][CH2:14][CH2:15][CH3:16])(=[O:6])=[O:5]. Procedure: was produced analogously to example 5 in a 33% yield. Oil. MS (m/e)=532. For this 2-propyloxy-benzene-sulfonyl chloride was used in step 5c) instead of 2-methoxy-benzenesulfonyl chloride and one obtained N-(3cyanomethoxy-5-methyl-phenyl)-2-propyloxy-benzene-sulfonamide (Fp. 154°-155° C.) in a 57% yield, which was reacted to N-(dimethyloxo-phosphinyl-methyl)-N-(3-cyanomethoxy-5-methyl-phenyl)-2-propyloxy-benzene-sulfonamide (60% yield, Fp. 143°-145° C.) analogously to example 5d), which was react...